From a dataset of the Open Reaction Database (ORD), a public repository of structured organic reaction records. describe an organic reaction: reactants, conditions, products, and yield Reactants: N[C@H](CCO)C1=CC(=C(C=C1)Cl)Cl ((R)-3-amino-3-(3,4-dichlorophenyl)propan-1-ol), C(Cl)Cl (DCM), CC(C)(C)[Si](C)(C)Cl (TBDMS-Cl), C(Cl)Cl (DCM). The reagents and catalysts are CN(C)C=1C=CN=CC1 (DMAP). Solvent: O (water). Reaction conditions: time 2 day. The product is [Si](C)(C)(C(C)(C)C)OCC[C@@H](N)C1=CC(=C(C=C1)Cl)Cl ((R)-3-(tert-butyl dimethylsilyloxy)-1-(3,4-dichlorophenyl)propan-1-amine). Yield: 72.6%. As a reaction SMILES: [NH2:1][C@@H:2]([C:6]1[CH:11]=[CH:10][C:9]([Cl:12])=[C:8]([Cl:13])[CH:7]=1)[CH2:3][CH2:4][OH:5].C(Cl)Cl.[CH3:17][C:18]([Si:21](Cl)([CH3:23])[CH3:22])([CH3:20])[CH3:19]>CN(C1C=CN=CC=1)C.O>[Si:21]([O:5][CH2:4][CH2:3][C@H:2]([C:6]1[CH:11]=[CH:10][C:9]([Cl:12])=[C:8]([Cl:13])[CH:7]=1)[NH2:1])([C:18]([CH3:20])([CH3:19])[CH3:17])([CH3:23])[CH3:22]. Procedure: A round-bottom flask was charged with (R)-3-amino-3-(3,4-dichlorophenyl)propan-1-ol (9.25 g, 42.0 mmol, CASRN 147611-61-8), DMAP (0.513 g, 4.20 mmol) and DCM (84.1 mL) then a solution of TBDMS-Cl (6.65 g, 44.1 mmol) and DCM (10 mL) was added. The reaction was stirred at RT for 2 d. The reaction mixture was poured into water and extracted with DCM. The organic extracts were dried (Na2SO4), filtered and concentrated in vacuo. The crude product was purified by SiO2 chromatography eluting with a DCM... Starting materials: ClCl (chlorine), C(C)(C)(C)OC(=O)NCC(C1=NC2=C(N1)C=CC(=C2)Cl)NC(C2=CC(=C(C=C2)C(=O)N2CCCC2)C)=O (rac.-N-[2-tert-butoxycarbonylamino-1-(5-chloro-1H-benzimidazol-2-yl)ethyl]-3-methyl-4-(pyrrolidin-1-ylcarbonyl)benzamide), FC(C(=O)O)(F)F (trifluoroacetic acid), C22H24ClN5O2. Product: NCC(C1=NC2=C(N1)C=CC(=C2)Cl)NC(C2=CC(=C(C=C2)C(=O)N2CCCC2)C)=O (rac.-N-[2-amino-1-(5-chloro-1H-benzimidazol-2-yl)ethyl]-3-methyl-4-(pyrrolidin-1-ylcarbonyl)benzamide). The yield is 60.0%. Reaction SMILES: C(OC([NH:8][CH2:9][CH:10]([NH:21][C:22](=[O:37])[C:23]1[CH:28]=[CH:27][C:26]([C:29]([N:31]2[CH2:35][CH2:34][CH2:33][CH2:32]2)=[O:30])=[C:25]([CH3:36])[CH:24]=1)[C:11]1[NH:15][C:14]2[CH:16]=[CH:17][C:18]([Cl:20])=[CH:19][C:13]=2[N:12]=1)=O)(C)(C)C.FC(F)(F)C(O)=O.ClCl>>[NH2:8][CH2:9][CH:10]([NH:21][C:22](=[O:37])[C:23]1[CH:28]=[CH:27][C:26]([C:29]([N:31]2[CH2:35][CH2:34][CH2:33][CH2:32]2)=[O:30])=[C:25]([CH3:36])[CH:24]=1)[C:11]1[NH:15][C:14]2[CH:16]=[CH:17][C:18]([Cl:20])=[CH:19][C:13]=2[N:12]=1. Procedure details: Prepared analogously to Example 17 from rac.-N-[2-tert-butoxycarbonylamino-1-(5-chloro-1H-benzimidazol-2-yl)ethyl]-3-methyl-4-(pyrrolidin-1-ylcarbonyl)benzamide and trifluoroacetic acid. Yield: 60%; C22H24ClN5O2 (425.92); mass spectrum: (M+H)+=426/428 (chlorine isotope). Starting materials: O1N=C(OCC1)C(=O)C1=C(C=CC=C1)O ((5,6-dihydro-1,4,2-dioxazin-3-yl)-(2-hydroxy-phenyl)-methanone), Cl.NO (hydroxylamine hydrochloride), O (water). Run in CN(C=O)C (dimethylformamide). The product is O1N=C(OCC1)C(=NO)C1=C(C=CC=C1)O ((5,6-dihydro-1,4,2-dioxazin-3-yl)-(2-hydroxy-phenyl)-methanone oxime). The yield is 60.8%. RXN SMILES: [O:1]1[CH2:6][CH2:5][O:4][C:3]([C:7]([C:9]2[CH:14]=[CH:13][CH:12]=[CH:11][C:10]=2[OH:15])=O)=[N:2]1.Cl.[NH2:17][OH:18].O>CN(C)C=O>[O:1]1[CH2:6][CH2:5][O:4][C:3]([C:7]([C:9]2[CH:14]=[CH:13][CH:12]=[CH:11][C:10]=2[OH:15])=[N:17][OH:18])=[N:2]1 |f:1.2|. Procedure details: At 80° C., 4.14 g (0.02 mol) of (5,6-dihydro-1,4,2-dioxazin-3-yl)-(2-hydroxy-phenyl)-methanone (III-1) in 20 ml of dimethylformamide are stirred with 2.1 g (0.03 mol) of hydroxylamine hydrochloride for 2 hours. The reaction mixture is poured into water and the resulting mixture is extracted with ethyl acetate, and the organic phase is dried over sodium sulphate and concentrated under reduced pressure. 4.7 g of crude product consisting of 15% E isomer and 57.5% Z isomer (HPLC) are obtained. The c... Starting materials: CC1=CC(=CC2=C1C(CC1CCNCC21)=O)C ((+)-7,9-dimethyl-1,3,4,4a,5,10b-hexahydro-2H-benzo[h]isoquinolin-6-one), BrCCC (bromopropane). The product is CC1=CC(=CC2=C1C(CC1CCN(CC21)CCC)=O)C ((+)-7,9-dimethyl-2-propyl-1,3,4,4a,5,10b-hexahydro-2H-benzo[h]isoquinolin-6-one). As a reaction SMILES: [CH3:1][C:2]1[C:7]2[C:8](=[O:16])[CH2:9][CH:10]3[CH:15]([C:6]=2[CH:5]=[C:4]([CH3:17])[CH:3]=1)[CH2:14][NH:13][CH2:12][CH2:11]3.Br[CH2:19][CH2:20][CH3:21]>>[CH3:1][C:2]1[C:7]2[C:8](=[O:16])[CH2:9][CH:10]3[CH:15]([C:6]=2[CH:5]=[C:4]([CH3:17])[CH:3]=1)[CH2:14][N:13]([CH2:19][CH2:20][CH3:21])[CH2:12][CH2:11]3. Reported procedure: In an analogous manner to that described in Example 49 b), from (+)-7,9-dimethyl-1,3,4,4a,5,10b-hexahydro-2H-benzo[h]isoquinolin-6-one by alkylation with bromopropane there was obtained (+)-7,9-dimethyl-2-propyl-1,3,4,4a,5,10b-hexahydro-2H-benzo[h]isoquinolin-6-one, which was converted with fumaric acid into the fumarate (1:1) with m.p. 220.5-226.50°, [α]589=+33.7 (c=0.5, H2O). The reactants are ClCCl, CCCCCC, O=[N+]([O-])c1cccnc1Cl, Cl, Nc1ccccc1C(=O)c1ccccc1. Yields the product Cl, O=C(c1ccccc1)c1ccccc1Nc1ncccc1[N+](=O)[O-]. RXN SMILES: [CH2:33]([Cl:34])[Cl:35].[CH3:27][CH2:28][CH2:29][CH2:30][CH2:31][CH3:32].[Cl:16][c:17]1[n:18][cH:19][cH:20][cH:21][c:22]1[N+:23](=[O:24])[O-:25].[ClH:26].[NH2:1][c:2]1[c:3]([C:4](=[O:5])[c:6]2[cH:7][cH:8][cH:9][cH:10][cH:11]2)[cH:12][cH:13][cH:14][cH:15]1>>[ClH:16].[NH:1]([c:2]1[c:3]([C:4](=[O:5])[c:6]2[cH:7][cH:8][cH:9][cH:10][cH:11]2)[cH:12][cH:13][cH:14][cH:15]1)[c:17]1[n:18][cH:19][cH:20][cH:21][c:22]1[N+:23](=[O:24])[O-:25]. Starting materials: CCOC(=O)Cc1sc(S)nc1C, CC(C)=O, FC(F)(F)c1ccc(Cl)nc1, [K+], [K+], O=C([O-])[O-]. The product is CCOC(=O)Cc1sc(Sc2ccc(C(F)(F)F)cn2)nc1C. As a reaction SMILES: [CH2:12]([CH3:13])[O:14][C:15]([CH2:16][c:17]1[c:18]([CH3:23])[n:19][c:20]([SH:22])[s:21]1)=[O:24].[CH3:31][C:32](=[O:33])[CH3:34].[Cl:1][c:2]1[n:3][cH:4][c:5]([C:8]([F:9])([F:10])[F:11])[cH:6][cH:7]1.[K+:25].[K+:26].[O-:27][C:28]([O-:29])=[O:30]>>[c:2]1([S:22][c:20]2[n:19][c:18]([CH3:23])[c:17]([CH2:16][C:15]([O:14][CH2:12][CH3:13])=[O:24])[s:21]2)[n:3][cH:4][c:5]([C:8]([F:9])([F:10])[F:11])[cH:6][cH:7]1. The reactants are C([O-])([O-])=O.[K+].[K+] (potassium carbonate), C(=O)(C(F)(F)F)O (TFA), FC1=CC(=C(C=C1)S(=O)(=O)N(COCC[Si](C)(C)C)C1=CC=C2C3=C(COC2=C1C(=O)OC)OC=C3)\C=C/CN3CCOCC3 (methyl 7-{N-[4-fluoro-2-((Z)-3-{morpholin-4-yl}prop-1-enyl)benzenesulfonyl]-N-(2-trimethylsilanylethoxymethyl)amino]-4H-furo[2,3-c]chromene-6-carboxylate), FC1=CC(=C(C=C1)S(=O)(=O)N(COCC[Si](C)(C)C)C1=CC=C2C3=C(COC2=C1C(=O)OC)OC=C3)\C=C/CN3CCOCC3 (methyl 7-{N-[4-fluoro-2-((Z)-3-{morpholin-4-yl}prop-1-enyl)benzenesulfonyl]-N-(2-trimethylsilanylethoxymethyl)amino]-4H-furo[2,3-c]chromene-6-carboxylate). Solvent: C(Cl)Cl (DCM). Reaction conditions: time 30 minute. Product: FC1=CC(=C(C=C1)S(=O)(=O)NC1=CC=C2C3=C(COC2=C1C(=O)OC)OC=C3)\C=C/CN3CCOCC3 (methyl 7-{4-fluoro-2-[(Z)-3-(morpholin-4-yl)prop-1-enyl]benzenesulfonylamino}-4H-furo[2,3-c]chromene-6-carboxylate). The yield is 44.7%. Reaction SMILES: C(O)(C(F)(F)F)=O.[F:8][C:9]1[CH:14]=[CH:13][C:12]([S:15]([N:18]([C:27]2[C:36]([C:37]([O:39][CH3:40])=[O:38])=[C:35]3[C:30]([C:31]4[CH:43]=[CH:42][O:41][C:32]=4[CH2:33][O:34]3)=[CH:29][CH:28]=2)COCC[Si](C)(C)C)(=[O:17])=[O:16])=[C:11](/[CH:44]=[CH:45]\[CH2:46][N:47]2[CH2:52][CH2:51][O:50][CH2:49][CH2:48]2)[CH:10]=1.C(=O)([O-])[O-].[K+].[K+]>C(Cl)Cl>[F:8][C:9]1[CH:14]=[CH:13][C:12]([S:15]([NH:18][C:27]2[C:36]([C:37]([O:39][CH3:40])=[O:38])=[C:35]3[C:30]([C:31]4[CH:43]=[CH:42][O:41][C:32]=4[CH2:33][O:34]3)=[CH:29][CH:28]=2)(=[O:16])=[O:17])=[C:11](/[CH:44]=[CH:45]\[CH2:46][N:47]2[CH2:48][CH2:49][O:50][CH2:51][CH2:52]2)[CH:10]=1 |f:2.3.4|. Reported procedure: TFA (2 mL) was added to a solution of methyl 7-{N-[4-fluoro-2-((Z)-3-{morpholin-4-yl}prop-1-enyl)benzenesulfonyl]-N-(2-trimethylsilanylethoxymethyl)amino]-4H-furo[2,3-c]chromene-6-carboxylate (Intermediate 52, 1.15 g) in DCM (20 mL). The reaction mixture was stirred at room temperature for 30 minutes. Aqueous potassium carbonate was added and the layers were separated. The organic layer was dried (Na2SO4), filtered and the filtrate was concentrated in vacuo. The residue was purified by chromatog... Reactants: CC(C)OC(=O)/N=N/C(=O)OC(C)C (DIAD), C(C)N1C2=C(N(C(C3=C1N=CC(=C3)CCO)=O)C)C=CC=N2 (11-ethyl-5,11-dihydro-8-(2-hydroxyethyl)-5-methyl-6H-dipyrido[3,2-b:2′,3′-e][1,4]diazepin-6-one), OC1=CC=C(C=C1)C1=CC(=C(O1)C)C(=O)OCC (ethyl 5-(4-hydroxyphenyl)-2-methyl-3-furanecarboxylate), C1=CC=C(C=C1)P(C2=CC=CC=C2)C3=CC=CC=C3 (PPh3). RXN SMILES: CC(OC(/N=N/C(OC(C)C)=O)=O)C.[CH2:15]([N:17]1[C:23]2[N:24]=[CH:25][C:26]([CH2:28][CH2:29][OH:30])=[CH:27][C:22]=2[C:21](=[O:31])[N:20]([CH3:32])[C:19]2[CH:33]=[CH:34][CH:35]=[N:36][C:18]1=2)[CH3:16].O[C:38]1[CH:43]=[CH:42][C:41]([C:44]2[O:48][C:47]([CH3:49])=[C:46]([C:50]([O:52][CH2:53][CH3:54])=[O:51])[CH:45]=2)=[CH:40][CH:39]=1.C1C=CC(P(C2C=CC=CC=2)C2C=CC=CC=2)=CC=1>C1COCC1>[CH2:15]([N:17]1[C:23]2[N:24]=[CH:25][C:26]([CH2:28][CH2:29][O:30][C:38]3[CH:39]=[CH:40][C:41]([C:44]4[O:48][C:47]([CH3:49])=[C:46]([C:50]([O:52][CH2:53][CH3:54])=[O:51])[CH:45]=4)=[CH:42][CH:43]=3)=[CH:27][C:22]=2[C:21](=[O:31])[N:20]([CH3:32])[C:19]2[CH:33]=[CH:34][CH:35]=[N:36][C:18]1=2)[CH3:16]. The solvent is C1CCOC1 (THF). Conditions: temperature 25 celsius, time 48 hour. The yield is 48.6%. Reported procedure: DIAD (60 μL, 0.31 mmol) was added dropwise to a solution of 11-ethyl-5,11-dihydro-8-(2-hydroxyethyl)-5-methyl-6H-dipyrido[3,2-b:2′,3′-e][1,4]diazepin-6-one (75.8 mg, 0.25 mmol), ethyl 5-(4-hydroxyphenyl)-2-methyl-3-furanecarboxylate (75 mg, 0.30 mmol) and PPh3 (80.0 mg, 0.30 mmol) in THF (3 mL) at 25° C. The reaction mixture was stirred at 25° C. for 48 h. The mixture was concentrated under reduced pressure. The residue was purified by flash chromatography (Hexane:EtOAc, 3:2) to give the title c... Yields the product C(C)N1C2=C(N(C(C3=C1N=CC(=C3)CCOC3=CC=C(C=C3)C3=CC(=C(O3)C)C(=O)OCC)=O)C)C=CC=N2 (Ethyl 5-{4-[2-(11-ethyl-6,11-dihydro-5-methyl-6-oxo-5H-dipyrido[3,2-b:2′,3′-e][1,4]diazepin-8-yl)ethoxy]phenyl}-2-methyl-3-furanecarboxylate).